Dataset: the Open Reaction Database (ORD), a public repository of structured organic reaction records. Task: describe an organic reaction: reactants, conditions, products, and yield The reactants are CCOC(=O)Nc1c(OC)cc(C(O)CS(C)(=O)=O)cc1OC, CS(C)=O, N#CCCNc1ccccc1, O. Product: CCOC(=O)Nc1c(OC)cc(CC(C#N)=CNc2ccccc2)cc1OC. Reaction SMILES: [CH2:12]([CH3:13])[O:14][C:15]([NH:16][c:17]1[c:18]([O:32][CH3:33])[cH:19][c:20]([CH:25]([OH:26])[CH2:27][S:28]([CH3:29])(=[O:30])=[O:31])[cH:21][c:22]1[O:23][CH3:24])=[O:34].[CH3:35][S:36]([CH3:37])=[O:38].[NH:1]([c:2]1[cH:3][cH:4][cH:5][cH:6][cH:7]1)[CH2:8][CH2:9][C:10]#[N:11].[OH2:39]>>[NH:1]([c:2]1[cH:3][cH:4][cH:5][cH:6][cH:7]1)[CH:8]=[C:9]([C:10]#[N:11])[CH2:25][c:20]1[cH:19][c:18]([O:32][CH3:33])[c:17]([NH:16][C:15]([O:14][CH2:12][CH3:13])=[O:34])[c:22]([O:23][CH3:24])[cH:21]1. Procedure details: Crosslinked compositions with low tack can be of use in particular applications. Compositions with these properties are described in the following three examples. In a glass polymerization bottle were charged 72 g IOA, 18 g octadecyl acrylate (ODA), 10 g HEMA, 150 g ethyl acetate, and 0.4 g VAZO-67 (Wako). The bottle was purged with nitrogen, sealed, and tumbled in a water bath maintained at 60° C. for 16 hrs. The resulting terpolymer, IOA/ODA/HEMA, was isolated by precipitation in petroleum eth... Reaction SMILES: [C:1]([O:5][CH2:6][CH2:7][CH2:8][CH2:9][CH2:10][CH2:11][CH2:12][CH2:13][CH2:14][CH2:15][CH2:16][CH2:17][CH2:18][CH2:19][CH2:20][CH2:21][CH2:22][CH3:23])(=[O:4])[CH:2]=[CH2:3].[CH3:24][C:25]([C:27]([O:29][CH2:30][CH2:31][OH:32])=[O:28])=[CH2:26].CCC(N=NC(C#N)(CC)C)(C#N)C>C(OCC)(=O)C>[C:1]([O:5][CH2:6][CH2:7][CH2:8][CH2:9][CH2:10][CH2:11][CH2:12][CH2:13][CH2:14][CH2:15][CH2:16][CH2:17][CH2:18][CH2:19][CH2:20][CH2:21][CH2:22][CH3:23])(=[O:4])[CH:2]=[CH2:3].[CH3:26][C:25]([C:27]([O:29][CH2:30][CH2:31][OH:32])=[O:28])=[CH2:24] |f:4.5|. Run in C(C)(=O)OCC (ethyl acetate). Conditions: temperature 60 celsius. Product: C(C=C)(=O)OCCCCCCCCCCCCCCCCCC.CC(=C)C(=O)OCCO (ODA HEMA). Starting materials: C(C=C)(=O)OCCCCCCCCCCCCCCCCCC (octadecyl acrylate), CC(=C)C(=O)OCCO (HEMA), CCC(C)(C#N)N=NC(C)(CC)C#N (VAZO-67). Reactants: [BH3-]C#N, CCOC(=O)C(C(=O)OCC)C(C(=O)OCC)(C(=O)OCC)c1ccc(OCC(C)=O)cc1, CO, NCC(O)c1cccc(Cl)c1, [Na+], c1ccccc1. Yields the product CCOC(=O)C(C(=O)OCC)C(C(=O)OCC)(C(=O)OCC)c1ccc(OCC(C)NCC(O)c2cccc(Cl)c2)cc1. As a reaction SMILES: [C:51]([BH3-:52])#[N:53].[CH2:12]([CH3:13])[O:14][C:15](=[O:16])[C:17]([CH:18]([C:19](=[O:20])[O:21][CH2:22][CH3:23])[C:24](=[O:25])[O:26][CH2:27][CH3:28])([C:29](=[O:30])[O:31][CH2:32][CH3:33])[c:34]1[cH:35][cH:36][c:37]([O:38][CH2:39][C:40]([CH3:41])=[O:42])[cH:43][cH:44]1.[CH3:55][OH:56].[NH2:1][CH2:2][CH:3]([OH:4])[c:5]1[cH:6][c:7]([Cl:11])[cH:8][cH:9][cH:10]1.[Na+:54].[cH:45]1[cH:46][cH:47][cH:48][cH:49][cH:50]1>>[NH:1]([CH2:2][CH:3]([OH:4])[c:5]1[cH:6][c:7]([Cl:11])[cH:8][cH:9][cH:10]1)[CH:40]([CH2:39][O:38][c:37]1[cH:36][cH:35][c:34]([C:17]([C:15]([O:14][CH2:12][CH3:13])=[O:16])([CH:18]([C:19](=[O:20])[O:21][CH2:22][CH3:23])[C:24](=[O:25])[O:26][CH2:27][CH3:28])[C:29](=[O:30])[O:31][CH2:32][CH3:33])[cH:44][cH:43]1)[CH3:41].